Dataset: the Open Reaction Database (ORD), a public repository of structured organic reaction records. Task: describe an organic reaction: reactants, conditions, products, and yield The reactants are COC([C@H](CC=1SC(=CC1)Br)NC(=O)OC(C)(C)C)=O ((S)-3-(5-bromo-thiophen-2-yl)-2-tert-butoxycarbonylamino-propionic acid methyl ester), C(#N)C1=CC=C(C=C1)B(O)O (4-cyanobenzeneboronic acid), C(=O)([O-])[O-].[Na+].[Na+] (Na2CO3). The reagents and catalysts are C=1C=CC(=CC1)[P](C=2C=CC=CC2)(C=3C=CC=CC3)[Pd]([P](C=4C=CC=CC4)(C=5C=CC=CC5)C=6C=CC=CC6)([P](C=7C=CC=CC7)(C=8C=CC=CC8)C=9C=CC=CC9)[P](C=1C=CC=CC1)(C=1C=CC=CC1)C=1C=CC=CC1 (Pd(PPh3)4). Run in C1(=CC=CC=C1)C (toluene). The product is COC([C@H](CC=1SC(=CC1)C1=CC=C(C=C1)C#N)NC(=O)OC(C)(C)C)=O ((S)-2-tert-butoxycarbonylamino-3-[5-(4-cyano-phenyl)-thiophen-2-yl]-propionic acid methyl ester). Reaction SMILES: [CH3:1][O:2][C:3](=[O:20])[C@@H:4]([NH:12][C:13]([O:15][C:16]([CH3:19])([CH3:18])[CH3:17])=[O:14])[CH2:5][C:6]1[S:7][C:8](Br)=[CH:9][CH:10]=1.[C:21]([C:23]1[CH:28]=[CH:27][C:26](B(O)O)=[CH:25][CH:24]=1)#[N:22].C([O-])([O-])=O.[Na+].[Na+]>C1(C)C=CC=CC=1.C1C=CC([P]([Pd]([P](C2C=CC=CC=2)(C2C=CC=CC=2)C2C=CC=CC=2)([P](C2C=CC=CC=2)(C2C=CC=CC=2)C2C=CC=CC=2)[P](C2C=CC=CC=2)(C2C=CC=CC=2)C2C=CC=CC=2)(C2C=CC=CC=2)C2C=CC=CC=2)=CC=1>[CH3:1][O:2][C:3](=[O:20])[C@@H:4]([NH:12][C:13]([O:15][C:16]([CH3:19])([CH3:18])[CH3:17])=[O:14])[CH2:5][C:6]1[S:7][C:8]([C:26]2[CH:27]=[CH:28][C:23]([C:21]#[N:22])=[CH:24][CH:25]=2)=[CH:9][CH:10]=1 |f:2.3.4,^1:48,50,69,88|. Procedure details: Suzuki coupling. To a solution of (S)-3-(5-bromo-thiophen-2-yl)-2-tert-butoxycarbonylamino-propionic acid methyl ester in toluene (10 mL) was added 4-cyanobenzeneboronic acid, Pd(PPh3)4, and 1N Na2CO3 solution (4 mL). The mixture was heated at reflux for 7 h. After completion of the reaction, the aqueous layer was drained. The organic was washed with 10% Na2CO3 and 1 N HCl. The organic was dried over sodium sulfate and concentrated under reduced pressure to afford the crude product. The residue ... Reactants: O=C([O-])[O-], CCOC(C)=O, [K+], [K+], CC(C)(C)OC(=O)N=NC(=O)OC(C)(C)C, CCOC(=O)C1CC(=O)NC1=O. Yields the product CCOC(=O)C1(N(NC(=O)OC(C)(C)C)C(=O)OC(C)(C)C)CC(=O)NC1=O. Reaction SMILES: [C:29](=[O:30])([O-:31])[O-:32].[CH3:35][CH2:36][O:37][C:38](=[O:39])[CH3:40].[K+:33].[K+:34].[N:13](=[N:14][C:15](=[O:16])[O:17][C:18]([CH3:19])([CH3:20])[CH3:21])[C:22](=[O:23])[O:24][C:25]([CH3:26])([CH3:27])[CH3:28].[O:1]=[C:2]1[NH:3][C:4](=[O:12])[CH2:5][CH:6]1[C:7](=[O:8])[O:9][CH2:10][CH3:11]>>[O:1]=[C:2]1[NH:3][C:4](=[O:12])[CH2:5][C:6]1([C:7](=[O:8])[O:9][CH2:10][CH3:11])[N:13]([NH:14][C:15](=[O:16])[O:17][C:18]([CH3:19])([CH3:20])[CH3:21])[C:22](=[O:23])[O:24][C:25]([CH3:26])([CH3:27])[CH3:28]. The reactants are C(C)(=O)O[C@H]1[C@@H](O[C@@H]([C@@H]([C@@H]1OC(C)=O)OC(C)=O)COC(C)=O)OC1=NNC(=C1CC1=CC=C(C=C1)\C=C\CC(=O)O)C(C)C (3-(2,3,4,6-tetra-O-acetyl-β-D-galactopyranosyloxy)-4-({4-[(1E)-3-carboxyprop-1-enyl]phenyl}methyl)-5-isopropyl-1H-pyrazole), Cl.C(C)N=C=NCCCN(C)C (1-ethyl-3-(3-dimethylaminopropyl)carbodiimide hydrochloride), ON1N=NC2=C1C=CC=C2 (1-hydroxybenzotriazole), C1(=CC=C(C=C1)S(=O)(=O)O)C.NC(C(=O)OCC1=CC=CC=C1)(C)C (benzyl 2-amino-2-methylpropionate p-toluenesulfonic acid salt). Solvent: CN(C=O)C (N,N-dimethylformamide), C(C)N(CC)CC (triethylamine), O (water). Reaction conditions: time 8 hour. Yields the product C(C)(=O)O[C@H]1[C@@H](O[C@@H]([C@@H]([C@@H]1OC(C)=O)OC(C)=O)COC(C)=O)OC1=NNC(=C1CC1=CC=C(C=C1)\C=C\CC(NC(C)(C)C(=O)OCC1=CC=CC=C1)=O)C(C)C (3-(2,3,4,6-tetra-O-acetyl-β-D-galactopyranosyloxy)-4-[(4-{(1E)-3-[1-benzyloxycarbonyl-1-(methyl)-ethylcarbamoyl]prop-1-enyl}phenyl)methyl]-5-isopropyl-1H-pyrazole). The yield is 35.2%. As a reaction SMILES: [C:1]([O:4][C@@H:5]1[C@@H:10]([O:11][C:12](=[O:14])[CH3:13])[C@@H:9]([O:15][C:16](=[O:18])[CH3:17])[C@@H:8]([CH2:19][O:20][C:21](=[O:23])[CH3:22])[O:7][C@H:6]1[O:24][C:25]1[C:29]([CH2:30][C:31]2[CH:36]=[CH:35][C:34](/[CH:37]=[CH:38]/[CH2:39][C:40](O)=[O:41])=[CH:33][CH:32]=2)=[C:28]([CH:43]([CH3:45])[CH3:44])[NH:27][N:26]=1)(=[O:3])[CH3:2].Cl.C(N=C=NCCCN(C)C)C.ON1C2C=CC=CC=2N=N1.C1(C)C=CC(S(O)(=O)=O)=CC=1.[NH2:79][C:80]([CH3:92])([CH3:91])[C:81]([O:83][CH2:84][C:85]1[CH:90]=[CH:89][CH:88]=[CH:87][CH:86]=1)=[O:82]>CN(C)C=O.O.C(N(CC)CC)C>[C:1]([O:4][C@@H:5]1[C@@H:10]([O:11][C:12](=[O:14])[CH3:13])[C@@H:9]([O:15][C:16](=[O:18])[CH3:17])[C@@H:8]([CH2:19][O:20][C:21](=[O:23])[CH3:22])[O:7][C@H:6]1[O:24][C:25]1[C:29]([CH2:30][C:31]2[CH:32]=[CH:33][C:34](/[CH:37]=[CH:38]/[CH2:39][C:40](=[O:41])[NH:79][C:80]([C:81]([O:83][CH2:84][C:85]3[CH:90]=[CH:89][CH:88]=[CH:87][CH:86]=3)=[O:82])([CH3:92])[CH3:91])=[CH:35][CH:36]=2)=[C:28]([CH:43]([CH3:45])[CH3:44])[NH:27][N:26]=1)(=[O:3])[CH3:2] |f:1.2,4.5|. Reported procedure: To a solution of 3-(2,3,4,6-tetra-O-acetyl-β-D-galactopyranosyloxy)-4-({4-[(1E)-3-carboxyprop-1-enyl]phenyl}methyl)-5-isopropyl-1H-pyrazole (0.4 g) in N,N-dimethylformamide (2 mL) were added 1-ethyl-3-(3-dimethylaminopropyl)carbodiimide hydrochloride (0.18 g), 1-hydroxybenzotriazole (0.13 g), benzyl 2-amino-2-methylpropionate p-toluenesulfonic acid salt (1.16 g) and triethylamine (0.64 g) at room temperature, and the mixture was stirred overnight. To the reaction mixture was added water, and the...